Dataset: the Open Reaction Database (ORD), a public repository of structured organic reaction records. Task: describe an organic reaction: reactants, conditions, products, and yield Product: CC1(C)C(=O)N(c2ccc(C#N)c(C(F)(F)F)c2)C(=O)C1(C)CCBr. As a reaction SMILES: [C:45]([Br:46])([Br:47])([Br:48])[Br:49].[CH3:1][C:2]1([CH3:25])[C:3](=[O:24])[N:4]([c:12]2[cH:13][c:14]([C:20]([F:21])([F:22])[F:23])[c:15]([C:16]#[N:17])[cH:18][cH:19]2)[C:5](=[O:11])[C:6]1([CH2:7][CH2:8][OH:9])[CH3:10].[Cl:50][CH2:51][Cl:52].[c:26]1([P:27]([c:28]2[cH:29][cH:30][cH:31][cH:32][cH:33]2)[c:34]2[cH:35][cH:36][cH:37][cH:38][cH:39]2)[cH:40][cH:41][cH:42][cH:43][cH:44]1>>[CH3:1][C:2]1([CH3:25])[C:3](=[O:24])[N:4]([c:12]2[cH:13][c:14]([C:20]([F:21])([F:22])[F:23])[c:15]([C:16]#[N:17])[cH:18][cH:19]2)[C:5](=[O:11])[C:6]1([CH2:7][CH2:8][Br:46])[CH3:10]. Starting materials: BrC(Br)(Br)Br, CC1(C)C(=O)N(c2ccc(C#N)c(C(F)(F)F)c2)C(=O)C1(C)CCO, ClCCl, c1ccc(P(c2ccccc2)c2ccccc2)cc1.